From a dataset of the Open Reaction Database (ORD), a public repository of structured organic reaction records. describe an organic reaction: reactants, conditions, products, and yield Product: O=Cc1cccc2c1ccn2CC1COc2ccccc2O1. As a reaction SMILES: [CH3:12][S:13]([O:14][CH2:17][CH:18]1[CH2:19][O:20][c:21]2[c:22]([cH:24][cH:25][cH:26][cH:27]2)[O:23]1)(=[O:15])=[O:16].[nH:1]1[cH:2][cH:3][c:4]2[c:5]([CH:10]=[O:11])[cH:6][cH:7][cH:8][c:9]12>>[n:1]1([CH2:17][CH:18]2[CH2:19][O:20][c:21]3[c:22]([cH:24][cH:25][cH:26][cH:27]3)[O:23]2)[cH:2][cH:3][c:4]2[c:5]([CH:10]=[O:11])[cH:6][cH:7][cH:8][c:9]12. Starting materials: CS(=O)(=O)OCC1COc2ccccc2O1, O=Cc1cccc2[nH]ccc12. The reactants are ClC1=NC=CC(=N1)C1=C(N=C2N1C=CC=C2)C=2C=CC(=C(C(=O)NC1=C(C=CC=C1F)F)C2)OC (5-[3-(2-chloro-4-pyrimidinyl)imidazo[1,2-a]pyridin-2-yl]-N-(2,6-difluorophenyl)-2-(methyloxy)benzamide), COC1=C(C=CC(=C1)N1CCN(CC1)CCC)N ([2-(methyloxy)-4-(4-propyl-1-piperazinyl)phenyl]amine), Cl (HCl), O1CCOCC1 (dioxane), C[O-].[Na+] (sodium methoxide), Teflon. The solvent is CO (MeOH), CCCCCC (hexane), FC(CO)(F)F (2,2,2-trifluoroethanol), C(Cl)Cl (DCM). Run at temperature 175 celsius. Yields the product FC1=C(C(=CC=C1)F)NC(C1=C(C=CC(=C1)C=1N=C2N(C=CC=C2)C1C1=NC(=NC=C1)NC1=C(C=C(C=C1)N1CCN(CC1)CCC)OC)OC)=O (N-(2,6-difluorophenyl)-2-(methyloxy)-5-[3-(2-{[2-(methyloxy)-4-(4-propyl-1-piperazinyl)phenyl]amino}-4-pyrimidinyl)imidazo[1,2-a]pyridin-2-yl]benzamide). Isolated yield 70.0%. RXN SMILES: Cl[C:2]1[N:7]=[C:6]([C:8]2[N:12]3[CH:13]=[CH:14][CH:15]=[CH:16][C:11]3=[N:10][C:9]=2[C:17]2[CH:18]=[CH:19][C:20]([O:34][CH3:35])=[C:21]([CH:33]=2)[C:22]([NH:24][C:25]2[C:30]([F:31])=[CH:29][CH:28]=[CH:27][C:26]=2[F:32])=[O:23])[CH:5]=[CH:4][N:3]=1.[CH3:36][O:37][C:38]1[CH:43]=[C:42]([N:44]2[CH2:49][CH2:48][N:47]([CH2:50][CH2:51][CH3:52])[CH2:46][CH2:45]2)[CH:41]=[CH:40][C:39]=1[NH2:53].Cl.O1CCOCC1.C[O-].[Na+]>FC(F)(F)CO.CO.C(Cl)Cl.CCCCCC>[F:32][C:26]1[CH:27]=[CH:28][CH:29]=[C:30]([F:31])[C:25]=1[NH:24][C:22](=[O:23])[C:21]1[CH:33]=[C:17]([C:9]2[N:10]=[C:11]3[CH:16]=[CH:15][CH:14]=[CH:13][N:12]3[C:8]=2[C:6]2[CH:5]=[CH:4][N:3]=[C:2]([NH:53][C:39]3[CH:40]=[CH:41][C:42]([N:44]4[CH2:49][CH2:48][N:47]([CH2:50][CH2:51][CH3:52])[CH2:46][CH2:45]4)=[CH:43][C:38]=3[O:37][CH3:36])[N:7]=2)[CH:18]=[CH:19][C:20]=1[O:34][CH3:35] |f:4.5|. Procedure: To 5-[3-(2-chloro-4-pyrimidinyl)imidazo[1,2-a]pyridin-2-yl]-N-(2,6-difluorophenyl)-2-(methyloxy)benzamide (Intermediate Example 2) (100 mg, 0.20 mmol) and [2-(methyloxy)-4-(4-propyl-1-piperazinyl)phenyl]amine (Example 173, step B) (51 mg, 0.20 mmol) in 2,2,2-trifluoroethanol (1.0 mL) was added 4 M HCl in dioxane (102 μL, 0.41 mmol). The mixture was stirred and heated on a Biotage microwave at 175° C. for 35 min, then cooled to rt. The mixture was neutralized with 0.5M sodium methoxide in MeOH. T... The reactants are [Al+3], C1CCOC1, O=C(O)c1csc(N2CCN(S(=O)(=O)c3ccccc3Cl)CC2)n1, [H-], [H-], [H-], [H-], [Li+]. Yields the product O=S(=O)(c1ccccc1Cl)N1CCN(c2nc(CO)cs2)CC1. Reaction SMILES: [Al+3:26].[CH2:31]1[O:32][CH2:33][CH2:34][CH2:35]1.[Cl:1][c:2]1[c:3]([S:8](=[O:9])(=[O:10])[N:11]2[CH2:12][CH2:13][N:14]([c:17]3[s:18][cH:19][c:20]([C:22](=[O:23])[OH:24])[n:21]3)[CH2:15][CH2:16]2)[cH:4][cH:5][cH:6][cH:7]1.[H-:25].[H-:28].[H-:29].[H-:30].[Li+:27]>>[Cl:1][c:2]1[c:3]([S:8](=[O:9])(=[O:10])[N:11]2[CH2:12][CH2:13][N:14]([c:17]3[s:18][cH:19][c:20]([CH2:22][OH:23])[n:21]3)[CH2:15][CH2:16]2)[cH:4][cH:5][cH:6][cH:7]1. The reactants are NC1=C(C(=O)C=2SC=CC2)C=CC=C1 (2-(2'-aminobenzoyl)thiophene), C(Cl)C1CO1 (epichlorohydrin). Run in C(C)(=O)O (acetic acid). Yields the product ClCC(CNC1=C(C(=O)C=2SC=CC2)C=CC=C1)O (2-(2'-[N-(3-chloro-2-hydroxylpropyl)-amino]-benzoyl)-thiophene). As a reaction SMILES: [NH2:1][C:2]1[CH:14]=[CH:13][CH:12]=[CH:11][C:3]=1[C:4]([C:6]1[S:7][CH:8]=[CH:9][CH:10]=1)=[O:5].[CH2:15]([CH:17]1[O:19][CH2:18]1)[Cl:16]>C(O)(=O)C>[Cl:16][CH2:15][CH:17]([OH:19])[CH2:18][NH:1][C:2]1[CH:14]=[CH:13][CH:12]=[CH:11][C:3]=1[C:4]([C:6]1[S:7][CH:8]=[CH:9][CH:10]=1)=[O:5]. Procedure details: 20.3 g. of 2-(2'-aminobenzoyl)thiophene were heated for 6 hours at 60°-70° C. together with 10.2 g. of epichlorohydrin and 6 g. of acetic acid. This reaction mixture was then poured onto water, and the mixture was extracted with methylene chloride. The organic phase was separated off, washed until neutral, dried and filtered, and the filtrate was evaporated. 25 g. of 2-(2'-[N-(3-chloro-2-hydroxylpropyl)-amino]-benzoyl)-thiophene were obtained as an oily crude product. This was heated without fur...